Dataset: the Open Reaction Database (ORD), a public repository of structured organic reaction records. Task: describe an organic reaction: reactants, conditions, products, and yield Reactants: BrC1=CC=C(C=C1)C1=CN=C(O1)NC=1C=CC=C2CCC(CC12)=O (8-{[5-(4-bromophenyl)-1,3-oxazol-2-yl]amino}-3,4-dihydronaphthalen-2(1H)-one), FC(C1=CC=C(C=C1)C1=CN=C(O1)NC=1C=CC=C2CCC(CC12)=O)(F)F (8-({5-[4-(trifluoromethyl)phenyl]-1,3-oxazol-2-yl}amino)-3,4-dihydronaphthalen-2(1H)-one), 79Br 81Br. Product: BrC1=CC=C(C=C1)C1=CN=C(O1)NC=1C=CC=C2CCC(CC12)O (8-{[5-(4-bromophenyl)-1,3-oxazol-2-yl]amino}-1,2,3,4-tetrahydronaphthalen-2-ol). As a reaction SMILES: [Br:1][C:2]1[CH:7]=[CH:6][C:5]([C:8]2[O:12][C:11]([NH:13][C:14]3[CH:15]=[CH:16][CH:17]=[C:18]4[C:23]=3[CH2:22][C:21](=[O:24])[CH2:20][CH2:19]4)=[N:10][CH:9]=2)=[CH:4][CH:3]=1.FC(F)(F)C1C=CC(C2OC(NC3C=CC=C4C=3CC(=O)CC4)=NC=2)=CC=1>>[Br:1][C:2]1[CH:7]=[CH:6][C:5]([C:8]2[O:12][C:11]([NH:13][C:14]3[CH:15]=[CH:16][CH:17]=[C:18]4[C:23]=3[CH2:22][CH:21]([OH:24])[CH2:20][CH2:19]4)=[N:10][CH:9]=2)=[CH:4][CH:3]=1. Reported procedure: The title compound was prepared using the procedure as described in Example 2, substituting the product of Example 8C for the product of Example 1I. 1H NMR (DMSO-d6) δ9.17 (s, 1H), 7.43-7.57 (m, 6H), 7.10 (t, 1H, J=7.3 Hz), 6.81 (d, 1H, J=6.8 Hz), 4.80 (d, 1H, J=3.9 Hz), 3.90 (m, 1H), 2.68-2.96 (m, 4H), 1.82 (m, 1H), 1.60 (m, 1H); MS (ESI+) m/z 385/387 (M+H, 79Br/81Br).